Dataset: the Open Reaction Database (ORD), a public repository of structured organic reaction records. Task: describe an organic reaction: reactants, conditions, products, and yield The reactants are CC(C)=O, Oc1ccc(C2CCC3(CC2)OCCO3)c(O)c1, O. The product is O=C1CCC(c2ccc(O)cc2O)CC1. Reaction SMILES: [CH3:20][C:21](=[O:22])[CH3:23].[O:1]1[CH2:3][CH2:2][O:4][C:5]12[CH2:6][CH2:7][CH:8]([c:11]1[c:12]([OH:18])[cH:13][c:14]([OH:17])[cH:15][cH:16]1)[CH2:9][CH2:10]2.[OH2:19]>>[O:4]=[C:5]1[CH2:6][CH2:7][CH:8]([c:11]2[c:12]([OH:18])[cH:13][c:14]([OH:17])[cH:15][cH:16]2)[CH2:9][CH2:10]1.